Dataset: the Open Reaction Database (ORD), a public repository of structured organic reaction records. Task: describe an organic reaction: reactants, conditions, products, and yield The reactants are C1=C(c2c[nH]c3cnccc23)CC2CCCN2C1, C1CCOC1, C[Si](C)(C)[N-][Si](C)(C)C, [Na+], O=S(=O)(Cl)c1cccc2ccccc12. Yields the product O=S(=O)(c1cccc2ccccc12)n1cc(C2=CCN3CCCC3C2)c2ccncc21. Reaction SMILES: [CH2:1]1[CH2:2][CH2:3][N:4]2[CH2:5][CH:6]=[C:7]([c:10]3[cH:11][nH:12][c:13]4[cH:14][n:15][cH:16][cH:17][c:18]34)[CH2:8][CH:9]12.[CH2:43]1[O:44][CH2:45][CH2:46][CH2:47]1.[CH3:34][Si:35]([N-:36][Si:37]([CH3:38])([CH3:39])[CH3:40])([CH3:41])[CH3:42].[Na+:33].[c:19]1([S:29](=[O:30])(=[O:31])[Cl:32])[cH:20][cH:21][cH:22][c:23]2[cH:24][cH:25][cH:26][cH:27][c:28]12>>[CH2:1]1[CH2:2][CH2:3][N:4]2[CH2:5][CH:6]=[C:7]([c:10]3[cH:11][n:12]([S:29]([c:19]4[cH:20][cH:21][cH:22][c:23]5[cH:24][cH:25][cH:26][cH:27][c:28]45)(=[O:30])=[O:31])[c:13]4[cH:14][n:15][cH:16][cH:17][c:18]34)[CH2:8][CH:9]12. Starting materials: C(C)(C)(C)OC(N(N1C=CC=C1)CC1=CC=C(C=C1)OC)=O ((4-methoxy-benzyl)-pyrrol-1-yl-carbamic acid tert-butyl ester), C(C)OC(C(C(=O)OCC)C(=O)OCC)=O (2-ethoxycarbonyl-malonic acid diethyl ester). The product is C(C)OC(=O)C1=C(C=2N(N(C1=O)CC1=CC=C(C=C1)OC)C=CC2)O (1-(4-Methoxy-benzyl)-4-hydroxy-2-oxo-1,2-dihydro-pyrrolo[1,2-b]pyridazine-3-carboxylic acid ethyl ester). As a reaction SMILES: C(O[C:6](=[O:22])[N:7]([CH2:13][C:14]1[CH:19]=[CH:18][C:17]([O:20][CH3:21])=[CH:16][CH:15]=1)[N:8]1[CH:12]=[CH:11][CH:10]=[CH:9]1)(C)(C)C.[CH2:23]([O:25][C:26](=[O:38])[CH:27](C(OCC)=O)[C:28](OCC)=[O:29])[CH3:24]>>[CH2:23]([O:25][C:26]([C:27]1[C:6](=[O:22])[N:7]([CH2:13][C:14]2[CH:15]=[CH:16][C:17]([O:20][CH3:21])=[CH:18][CH:19]=2)[N:8]2[CH:9]=[CH:10][CH:11]=[C:12]2[C:28]=1[OH:29])=[O:38])[CH3:24]. Procedure details: Prepared according to the thermal cyclization condition used in Example 1 step c) from (4-methoxy-benzyl)-pyrrol-1-yl-carbamic acid tert-butyl ester (1.0 eq.) and 2-ethoxycarbonyl-malonic acid diethyl ester (3.0 eq.). ESI (m/z): 343 (M+H)+.